describe an organic reaction: reactants, conditions, products, and yield From a dataset of the Open Reaction Database (ORD), a public repository of structured organic reaction records. The reactants are [BH4-], CO, ClCCl, COc1ccc2ncc(C#N)c(CCN3CC(O)C(CN)C3)c2n1, [Na+], [Na+], O=C([O-])O, O=Cc1cc2c(cn1)OCCO2. Product: COc1ccc2ncc(C#N)c(CCN3CC(O)C(CNCc4cc5c(cn4)OCCO5)C3)c2n1. As a reaction SMILES: [BH4-:42].[CH3:47][OH:48].[Cl:44][CH2:45][Cl:46].[NH2:1][CH2:2][CH:3]1[CH2:4][N:5]([CH2:9][CH2:10][c:11]2[c:12]([C:23]#[N:24])[cH:13][n:14][c:15]3[cH:16][cH:17][c:18]([O:21][CH3:22])[n:19][c:20]23)[CH2:6][CH:7]1[OH:8].[Na+:41].[Na+:43].[O-:37][C:38]([OH:39])=[O:40].[O:25]1[CH2:26][CH2:27][O:28][c:29]2[cH:30][n:31][c:32]([CH:35]=[O:36])[cH:33][c:34]21>>[NH:1]([CH2:2][CH:3]1[CH2:4][N:5]([CH2:9][CH2:10][c:11]2[c:12]([C:23]#[N:24])[cH:13][n:14][c:15]3[cH:16][cH:17][c:18]([O:21][CH3:22])[n:19][c:20]23)[CH2:6][CH:7]1[OH:8])[CH2:35][c:32]1[n:31][cH:30][c:29]2[c:34]([cH:33]1)[O:25][CH2:26][CH2:27][O:28]2. The reactants are CC[O-], CC[O-], CC[O-], CC[O-], COc1c(F)cccc1C(C)CC(O)(C=O)C(F)(F)F, Cc1ccc2c(N)cccc2n1, [Ti+4]. The product is COc1c(F)cccc1C(C)CC(O)(C=Nc1cccc2nc(C)ccc12)C(F)(F)F. Reaction SMILES: [CH3:33][CH2:34][O-:35].[CH3:36][CH2:37][O-:38].[CH3:39][CH2:40][O-:41].[CH3:42][CH2:43][O-:44].[F:1][c:2]1[c:3]([O:19][CH3:20])[c:4]([CH:8]([CH2:9][C:10]([CH:11]=[O:12])([C:13]([F:14])([F:15])[F:16])[OH:17])[CH3:18])[cH:5][cH:6][cH:7]1.[NH2:21][c:22]1[c:23]2[cH:24][cH:25][c:26]([CH3:32])[n:27][c:28]2[cH:29][cH:30][cH:31]1.[Ti+4:45]>>[F:1][c:2]1[c:3]([O:19][CH3:20])[c:4]([CH:8]([CH2:9][C:10]([CH:11]=[N:21][c:22]2[c:23]3[cH:24][cH:25][c:26]([CH3:32])[n:27][c:28]3[cH:29][cH:30][cH:31]2)([C:13]([F:14])([F:15])[F:16])[OH:17])[CH3:18])[cH:5][cH:6][cH:7]1. Starting materials: CC(C)(C)[O-], CN(C)C=O, CCOc1ccc(Cl)c([N+](=O)[O-])c1, [K+], O, Oc1ccc(OCc2ccccc2)cc1. Yields the product CCOc1ccc(Oc2ccc(OCc3ccccc3)cc2)c([N+](=O)[O-])c1. As a reaction SMILES: [CH3:16][C:17]([CH3:18])([O-:19])[CH3:20].[CH3:36][N:37]([CH3:38])[CH:39]=[O:40].[Cl:22][c:23]1[c:24]([N+:32](=[O:33])[O-:34])[cH:25][c:26]([O:29][CH2:30][CH3:31])[cH:27][cH:28]1.[K+:21].[OH2:35].[OH:1][c:2]1[cH:3][cH:4][c:5]([O:6][CH2:7][c:8]2[cH:9][cH:10][cH:11][cH:12][cH:13]2)[cH:14][cH:15]1>>[O:1]([c:2]1[cH:3][cH:4][c:5]([O:6][CH2:7][c:8]2[cH:9][cH:10][cH:11][cH:12][cH:13]2)[cH:14][cH:15]1)[c:23]1[c:24]([N+:32](=[O:33])[O-:34])[cH:25][c:26]([O:29][CH2:30][CH3:31])[cH:27][cH:28]1. Reactants: NC=1C=C2C=CN=CC2=CC1 (6-aminoisoquinoline), C1(=CC=C(C=C1)C(=O)O)C1=CC=CC=C1 (4-biphenylcarboxylic acid). The product is C1=NC=CC2=CC(=CC=C12)NC(=O)C1=CC=C(C=C1)C1=CC=CC=C1 (N-(Isoquinolin-6-yl)-1,1′-biphenyl-4-carboxamide). Reaction SMILES: [NH2:1][C:2]1[CH:3]=[C:4]2[C:9](=[CH:10][CH:11]=1)[CH:8]=[N:7][CH:6]=[CH:5]2.[C:12]1([C:21]2[CH:26]=[CH:25][CH:24]=[CH:23][CH:22]=2)[CH:17]=[CH:16][C:15]([C:18](O)=[O:19])=[CH:14][CH:13]=1>>[CH:8]1[C:9]2[C:4](=[CH:3][C:2]([NH:1][C:18]([C:15]3[CH:16]=[CH:17][C:12]([C:21]4[CH:22]=[CH:23][CH:24]=[CH:25][CH:26]=4)=[CH:13][CH:14]=3)=[O:19])=[CH:11][CH:10]=2)[CH:5]=[CH:6][N:7]=1. Procedure details: Using the procedure outlined in Example 56, the title compound was prepared from 6-aminoisoquinoline (D97) (37 mg, 0.25 mmol) and 4-biphenylcarboxylic acid (75 mg, 0.38 mmol) as an off-white solid. 1H NMR (400 MHz, CDCl3) δ (ppm): 9.20 (s, 1H), 8.52 (d, 1H), 8.46 (d, 1H), 8.09 (br.s, 1H), 8.00 (m, 3H), 7.77 (d, 2H), 7.65-7.70 (m, 4H), 7.50 (t, 2H), 7.43 (t, 1H).